From a dataset of the Open Reaction Database (ORD), a public repository of structured organic reaction records. describe an organic reaction: reactants, conditions, products, and yield Starting materials: CC(C)(C)[Si](C)(C)Cl, C#CC(CO)NC(=O)OC(C)(C)C, ClCCl, O, c1c[nH]cn1. The product is C#CC(CO[Si](C)(C)C(C)(C)C)NC(=O)OC(C)(C)C. As a reaction SMILES: [C:19]([CH3:20])([CH3:21])([CH3:22])[Si:23]([CH3:24])([CH3:25])[Cl:26].[C:1](=[O:2])([O:3][C:4]([CH3:5])([CH3:6])[CH3:7])[NH:8][CH:9]([CH2:10][OH:11])[C:12]#[CH:13].[Cl:28][CH2:29][Cl:30].[OH2:27].[nH:14]1[cH:15][cH:16][n:17][cH:18]1>>[C:1](=[O:2])([O:3][C:4]([CH3:5])([CH3:6])[CH3:7])[NH:8][CH:9]([CH2:10][O:11][Si:23]([C:19]([CH3:20])([CH3:21])[CH3:22])([CH3:24])[CH3:25])[C:12]#[CH:13]. Solvent: ClCCl (dichloromethane), ClCCl (dichloromethane). RXN SMILES: [O:1]1[C:5]2[CH:6]=[CH:7][C:8]([CH2:10][N:11]3[CH2:16][CH2:15][C:14]([CH2:18][C:19](=[O:26])[C:20]4[CH:25]=[CH:24][CH:23]=[CH:22][CH:21]=4)(O)[CH2:13][CH2:12]3)=[CH:9][C:4]=2[O:3][CH2:2]1.O=S(Cl)[Cl:29]>ClCCl>[ClH:29].[O:1]1[C:5]2[CH:6]=[CH:7][C:8]([CH2:10][N:11]3[CH2:16][CH2:15][C:14]([CH2:18][C:19](=[O:26])[C:20]4[CH:25]=[CH:24][CH:23]=[CH:22][CH:21]=4)([Cl:29])[CH2:13][CH2:12]3)=[CH:9][C:4]=2[O:3][CH2:2]1 |f:3.4|. Reactants: O1COC2=C1C=CC(=C2)CN2CCC(CC2)(O)CC(C2=CC=CC=C2)=O (N-(benzo[d][1,3]dioxol-5-ylmethyl)-4-benzoylmethyl-4-piperidinol), O=S(Cl)Cl (SOCl2), O1COC2=C1C=CC(=C2)CN2CCC(CC2)(O)CC(C2=CC=CC=C2)=O (N-(benzo[d][1,3]dioxol-5-ylmethyl)-4-benzoylmethyl-4-piperidinol). Procedure: N-(benzo[d][1,3]dioxol-5-ylmethyl)-4-benzoylmethyl-4-piperidinol (III-13) is firstly prepared according to the method of synthesis and post-treatment in Example 13. 1.41 g (4.0 mmol) of N-(benzo[d][1,3]dioxol-5-ylmethyl)-4-benzoylmethyl-4-piperidinol is dissolved into 20 ml of anhydrous dichloromethane and cooled in an ice-water bath with temperature controlled at below 0° C. The reaction solution is added dropwise a dichloromethane solution (8 mol, 25 ml) of SOCl2. After completion of addition,... The yield is 38.1%. Run at time 1 hour. Yields the product Cl.O1COC2=C1C=CC(=C2)CN2CCC(CC2)(Cl)CC(C2=CC=CC=C2)=O (N-(benzo[d][1,3]dioxol-5-ylmethyl)-4-benzoylmethyl-4-chloropiperidine hydrochloride). Starting materials: C(C)(C)C1=NNC(=C1OC=1C=C(C#N)C=C(C1)C)C (3-[(3-Isopropyl-5-methyl-1H-pyrazol-4-yl)oxy]-5-methylbenzonitrile), Cl.ClCCN (2-chloroethylamine hydrochloride). Yields the product N (ammonia), NCCN1N=C(C(=C1C)OC=1C=C(C#N)C=C(C1)C)C(C)C (3-{[1-(2-Aminoethyl)-3-isopropyl-5-methyl-1H-pyrazol-4-yl]oxy}-5-methylbenzonitrile). Yield: 62.1%. Reaction SMILES: [CH:1]([C:4]1[C:8]([O:9][C:10]2[CH:11]=[C:12]([CH:15]=[C:16]([CH3:18])[CH:17]=2)[C:13]#[N:14])=[C:7]([CH3:19])[NH:6][N:5]=1)([CH3:3])[CH3:2].Cl.Cl[CH2:22][CH2:23][NH2:24]>>[NH3:5].[NH2:24][CH2:23][CH2:22][N:6]1[C:7]([CH3:19])=[C:8]([O:9][C:10]2[CH:11]=[C:12]([CH:15]=[C:16]([CH3:18])[CH:17]=2)[C:13]#[N:14])[C:4]([CH:1]([CH3:3])[CH3:2])=[N:5]1 |f:1.2|. Procedure: The pyrazole from Example 205 (70 mg, 0.27 mmol) and 2-chloroethylamine hydrochloride (38 mg, 0.33 mmol) were heated as a melt at 150° C. for 18 hours. The residue was cooled and purified by flash chromatography on silica gel eluting with dichloromethane:methanol:0.88 ammonia (95:5:0.5, by volume) to give the title compound (25 mg). Starting materials: ClC=1N=C(C2=C(N1)SC(=C2)CN2CCN(CC2)S(=O)(=O)C2CC2)N2CCOCC2 (2-Chloro-4-morpholin-4-yl-6-[4-(cyclopropane-2-sulfonyl)-piperazin-1-ylmethyl]-thieno[2,3-d]pyrimidine), NC1=NC=C(C=N1)B(O)O (2-aminopyrimidine-5-boronic acid). The product is O1CCN(CC1)C=1C2=C(N=C(N1)C=1C=NC(=NC1)N)SC(=C2)CN2CCN(CC2)S(=O)(=O)C2CC2 (5-(4-morpholino-6-((4-N-cyclopropylsulfonylpiperazin-1-yl)methyl)thieno[2,3-d]pyrimidin-2-yl)pyrimidin-2-amine). As a reaction SMILES: Cl[C:2]1[N:3]=[C:4]([N:24]2[CH2:29][CH2:28][O:27][CH2:26][CH2:25]2)[C:5]2[CH:10]=[C:9]([CH2:11][N:12]3[CH2:17][CH2:16][N:15]([S:18]([CH:21]4[CH2:23][CH2:22]4)(=[O:20])=[O:19])[CH2:14][CH2:13]3)[S:8][C:6]=2[N:7]=1.[NH2:30][C:31]1[N:36]=[CH:35][C:34](B(O)O)=[CH:33][N:32]=1>>[O:27]1[CH2:28][CH2:29][N:24]([C:4]2[C:5]3[CH:10]=[C:9]([CH2:11][N:12]4[CH2:13][CH2:14][N:15]([S:18]([CH:21]5[CH2:23][CH2:22]5)(=[O:20])=[O:19])[CH2:16][CH2:17]4)[S:8][C:6]=3[N:7]=[C:2]([C:34]3[CH:33]=[N:32][C:31]([NH2:30])=[N:36][CH:35]=3)[N:3]=2)[CH2:25][CH2:26]1. Reported procedure: 2-Chloro-4-morpholin-4-yl-6-[4-(cyclopropane-2-sulfonyl)-piperazin-1-ylmethyl]-thieno[2,3-d]pyrimidine was reacted with 2-aminopyrimidine-5-boronic acid in General Procedure A. Purification on silica yielded 308. NMR (DMSO): 0.90-0.92 (2H, m), 0.97-1.00 (2H, m), 2.53-2.58 (4H, m), 2.60-2.64 (1H, m), 3.20-3.23 (4H, m), 3.74-3.77 (4H, m), 3.80 (2H, s), 3.88-3.91 (4H, m), 7.08 (2H, br), 7.52 (1H, s), 9.08 (2H, s). MS (ESI+): MH+ 517.22 (50%) Reactants: CC=1C=C(SC1)C=1C=CC2=C(C=C(CCS2(=O)=O)C(=O)OC)C1 (methyl 7-(4-methyl-2-thienyl)-1,1-dioxo-2,3-dihydro-1-benzothiepine-4-carboxylate), Cl (hydrochloric acid). Solvent: COCCOC (1,2-dimethoxyethane). The product is CC=1C=C(SC1)C=1C=CC2=C(C=C(CCS2(=O)=O)C(=O)O)C1 (7-(4-methyl-2-thienyl)-1,1-dioxo-2,3-dihydro-1-benzothiepine-4-carboxylic acid). Reaction SMILES: Cl.[CH3:2][C:3]1[CH:4]=[C:5]([C:8]2[CH:9]=[CH:10][C:11]3[S:17](=[O:19])(=[O:18])[CH2:16][CH2:15][C:14]([C:20]([O:22]C)=[O:21])=[CH:13][C:12]=3[CH:24]=2)[S:6][CH:7]=1>COCCOC>[CH3:2][C:3]1[CH:4]=[C:5]([C:8]2[CH:9]=[CH:10][C:11]3[S:17](=[O:18])(=[O:19])[CH2:16][CH2:15][C:14]([C:20]([OH:22])=[O:21])=[CH:13][C:12]=3[CH:24]=2)[S:6][CH:7]=1. Run at temperature 100 celsius, time 15 hour. Procedure details: In 1,2-dimethoxyethane (15.3 ml) was dissolved methyl 7-(4-methyl-2-thienyl)-1,1-dioxo-2,3-dihydro-1-benzothiepine-4-carboxylate. (510 mg), and to the solution was added 6N hydrochloric acid (10.2 ml). The mixture was stirred at 100° C. for 15 hours and cooled to room temperature. Under reduced pressure, the solvent was evaporated. To the residue,were added ethyl acetate and potassium carbonate solution, and the mixture was extracted with water. To the solution was added 6N hydrochloric acid, an... The reactants are BrC=1C=C2C=CC=NC2=CC1 (6-bromoquinoline), C[S-].[Na+] (sodium thiomethoxide). Run in Cl.C(C)(=O)OCC (HCl ethyl acetate), CC(=O)N(C)C (dimethylacetamide). Run at temperature 150 celsius. The product is N1=CC=CC2=CC(=CC=C12)S (Quinoline-6-thiol). As a reaction SMILES: Br[C:2]1[CH:3]=[C:4]2[C:9](=[CH:10][CH:11]=1)[N:8]=[CH:7][CH:6]=[CH:5]2.C[S-:13].[Na+]>CC(N(C)C)=O.Cl.C(OCC)(=O)C>[N:8]1[C:9]2[C:4](=[CH:3][C:2]([SH:13])=[CH:11][CH:10]=2)[CH:5]=[CH:6][CH:7]=1 |f:1.2,4.5|. Procedure details: To a solution of 6-bromoquinoline (700 mg) in dimethylacetamide (3 ml) was added sodium thiomethoxide (1.9 g, 26.96 mmol). The mixture was heated at 150° C. for 2 hours, then cooled to ambient and diluted with 1M HCl/ethyl acetate. The organic layer was removed and the aqueous layer extracted with further ethyl acetate. The combined extracts were washed with water, then brine, dried (MgSO4), filtered and concentrated. The crude thiol (500 mg) was used directly without further purification; MS ES... Yield: 95.0%. Reagents/catalysts: O=C([O-])O.[Na+] (NaHCO3). Reaction conditions: temperature 25 celsius, pressure 100 psi, time 20 minute. The reactants are C1CNCCO1, CC1=CC(C)=C(S(=O)(Cl)=O)C(C)=C1. Run in O (water), OCCOCCOCCOCCOCCO (PEG400), CC(C)=O (acetone). Yields the product Cc1cc(C)c(S(=O)(=O)N2CCOCC2)c(C)c1. The reactants are ClC1=C(C=CC=C1F)[C@H](C)N ((S)-1-(2-chloro-3-fluorophenyl)ethanamine), C(C)(C)(C)OC(=O)C1=C(C=CC=C1)C1=CC=C(C=C1)CN1C(=C(C2=CC(=CC=C12)C(=O)O)C)C (1-((2′-(tert-butoxycarbonyl)-[1,1′-biphenyl]-4-yl)methyl)-2,3-dimethyl-1H-indole-5-carboxylic acid). The product is ClC1=C(C=CC=C1F)[C@H](C)NC(=O)C=1C=C2C(=C(N(C2=CC1)CC1=CC=C(C=C1)C=1C(=CC=CC1)C(=O)O)C)C ((S)-4′-((5-((1-(2-chloro-3-fluorophenyl)ethyl)carbamoyl)-2,3-dimethyl-1H-indol-1-yl)methyl)-[1,1′-biphenyl]-2-carboxylic acid). Reaction SMILES: [Cl:1][C:2]1[C:7]([F:8])=[CH:6][CH:5]=[CH:4][C:3]=1[C@@H:9]([NH2:11])[CH3:10].C([O:16][C:17]([C:19]1[CH:24]=[CH:23][CH:22]=[CH:21][C:20]=1[C:25]1[CH:30]=[CH:29][C:28]([CH2:31][N:32]2[C:40]3[C:35](=[CH:36][C:37]([C:41](O)=[O:42])=[CH:38][CH:39]=3)[C:34]([CH3:44])=[C:33]2[CH3:45])=[CH:27][CH:26]=1)=[O:18])(C)(C)C>>[Cl:1][C:2]1[C:7]([F:8])=[CH:6][CH:5]=[CH:4][C:3]=1[C@@H:9]([NH:11][C:41]([C:37]1[CH:36]=[C:35]2[C:40](=[CH:39][CH:38]=1)[N:32]([CH2:31][C:28]1[CH:27]=[CH:26][C:25]([C:20]3[C:19]([C:17]([OH:18])=[O:16])=[CH:24][CH:23]=[CH:22][CH:21]=3)=[CH:30][CH:29]=1)[C:33]([CH3:45])=[C:34]2[CH3:44])=[O:42])[CH3:10]. Procedure: The title compound was prepared following the same general protocol as described in Step 8-9, Example 1, using the (S)-1-(2-chloro-3-fluorophenyl)ethanamine and the 1-((2′-(tert-butoxycarbonyl)-[1,1′-biphenyl]-4-yl)methyl)-2,3-dimethyl-1H-indole-5-carboxylic acid. ESI-MS (m/z): 504 [M+H]+.